This data is from the Open Reaction Database (ORD), a public repository of structured organic reaction records. The task is: describe an organic reaction: reactants, conditions, products, and yield Reactants: C(C)N(CC)CC1=C(C=C(S1)C(=O)O)C (5-diethylaminomethyl-4-methyl-thiophene-2-carboxylic acid), CC1(OC[C@H](O1)COC1=CC(=C(C(=N)NO)C=C1)OC)C ((R)-4-(2,2-dimethyl-[1,3]dioxolan-4-ylmethoxy)-N-hydroxy-2-methoxy-benzamidine). Yields the product C(C)N(CC)CC1=C(C=C(S1)C1=NC(=NO1)C1=C(C=C(OC[C@H](CO)O)C=C1)OC)C ((2S)-3-{4-[5-(5-Diethylaminomethyl-4-methyl-thiophen-2-yl)-[1,2,4]oxadiazol-3-yl]-3-methoxy-phenoxy}-propane-1,2-diol). Isolated yield 24.8%. RXN SMILES: [CH2:1]([N:3]([CH2:6][C:7]1[S:11][C:10]([C:12]([OH:14])=O)=[CH:9][C:8]=1[CH3:15])[CH2:4][CH3:5])[CH3:2].CC1(C)[O:21][C@H:20]([CH2:22][O:23][C:24]2[CH:33]=[CH:32][C:27]([C:28]([NH:30]O)=[NH:29])=[C:26]([O:34][CH3:35])[CH:25]=2)[CH2:19][O:18]1>>[CH2:4]([N:3]([CH2:6][C:7]1[S:11][C:10]([C:12]2[O:14][N:29]=[C:28]([C:27]3[CH:32]=[CH:33][C:24]([O:23][CH2:22][C@@H:20]([OH:21])[CH2:19][OH:18])=[CH:25][C:26]=3[O:34][CH3:35])[N:30]=2)=[CH:9][C:8]=1[CH3:15])[CH2:1][CH3:2])[CH3:5]. Procedure details: The title compound (13 mg) is prepared starting from 5-diethylaminomethyl-4-methyl-thiophene-2-carboxylic acid (30 mg, 130 μmol) and (R)-4-(2,2-dimethyl-[1,3]dioxolan-4-ylmethoxy)-N-hydroxy-2-methoxy-benzamidine (35 mg, 117 μmol) in analogy to Example 197; LC-MS: tR=0.47 min; [M+1]+=448.09. Starting materials: NC(N)=NC=1SC=C(N1)C=1C=NC=C(C1)C(=O)OC (2-(diaminomethyleneamino)-4-(5-methoxycarbonylpyridin-3-yl)thiazole), C1(CCCC1)N (cyclopentylamine), C[O-].[Na+] (sodium methoxide). The solvent is CO (methanol). The product is C1(CCCC1)NC(=O)C=1C=C(C=NC1)C=1N=C(SC1)N=C(N)N (4-(5-cyclopentylaminocarbonylpyridin-3-yl)-2-(diaminomethyleneamino)thiazole). The yield is 8.4%. RXN SMILES: [NH2:1][C:2](=[N:4][C:5]1[S:6][CH:7]=[C:8]([C:10]2[CH:11]=[N:12][CH:13]=[C:14]([C:16]([O:18]C)=O)[CH:15]=2)[N:9]=1)[NH2:3].[CH:20]1([NH2:25])[CH2:24][CH2:23][CH2:22][CH2:21]1.C[O-].[Na+]>CO>[CH:20]1([NH:25][C:16]([C:14]2[CH:15]=[C:10]([C:8]3[N:9]=[C:5]([N:4]=[C:2]([NH2:1])[NH2:3])[S:6][CH:7]=3)[CH:11]=[N:12][CH:13]=2)=[O:18])[CH2:24][CH2:23][CH2:22][CH2:21]1 |f:2.3|. Reported procedure: A suspension of 2-(diaminomethyleneamino)-4-(5-methoxycarbonylpyridin-3-yl)thiazole (2.0 g), cyclopentylamine (3.7 g) and 28% sodium methoxide methanolic solution (5 ml) in methanol (50 ml) was refluxed for 2 hours. The solvent was removed under reduced pressure. The residue was dissolved in water (50 ml). The mixture was extracted with a mixture of ethyl acetate (150 ml) and tetrahydrofuran (50 ml). The extract was dried over magnesium sulfate and then was evaporated. Recrystallization from a m... Starting materials: ice, [H-].[Na+] (NaH), C(CC#N)#N (malononitrile), IC1=CC(=C(C(=C1)C)C1=C(C=NC=C1C)C)C (4-(4-iodo-2,6-dimethyl-phenyl)-3,5-dimethyl-pyridine), tetrakis(triphenyphophine)palladium(0), Cl (HCl). Solvent: COCCOC (1,2-dimethoxyethane), COCCOC (1,2-dimethoxyethane). Reaction conditions: time 1 hour. The product is CC=1C=NC=C(C1C1=C(C=C(C=C1C)C(C#N)C#N)C)C (2-[4-(3,5-dimethyl-pyridin-4-yl)-3,5-dimethyl-phenyl]-malononitrile). The yield is 95.3%. Reaction SMILES: [H-].[Na+].[C:3](#[N:7])[CH2:4][C:5]#[N:6].I[C:9]1[CH:14]=[C:13]([CH3:15])[C:12]([C:16]2[C:21]([CH3:22])=[CH:20][N:19]=[CH:18][C:17]=2[CH3:23])=[C:11]([CH3:24])[CH:10]=1.Cl>COCCOC>[CH3:22][C:21]1[CH:20]=[N:19][CH:18]=[C:17]([CH3:23])[C:16]=1[C:12]1[C:11]([CH3:24])=[CH:10][C:9]([CH:4]([C:3]#[N:7])[C:5]#[N:6])=[CH:14][C:13]=1[CH3:15] |f:0.1|. Procedure: To an ice-cooled suspension of NaH (0.12 g, 5.0 mmol) in anhydrous 1,2-dimethoxyethane (8 mL) was added dropwise via syringe a solution of malononitrile (0.165 g, 2.50 mmol) in anhydrous 1,2-dimethoxyethane (2 mL) under N2. The mixture was stirred for 1 h at room temperature under N2. Next, 11 (0.674 g, 2.00 mmol) and tetrakis(triphenyphophine)palladium(0) (0.232 g, 0.200 mmol) were added to the resulting pink suspension under an N2 flow. The reaction mixture was next stirred at 85° C. under N2 ... Starting materials: Cl.ClCCN1CCOCC1 (chloroethylmorpholine hydrochloride), C(C)N1N=CC=2C1=NC1=CC=C(C=C1C2NCC2CCCCC2)O (1-ethyl-6-hydroxy-N- (cyclohexylmethyl) -1H-pyrazolo[3,4-b]quinolin-4-amine), [OH-].[K+] (KOH). Solvent: CS(=O)C (DMSO). Conditions: time 8 hour. Product: C(C)N1N=CC=2C1=NC1=CC=C(C=C1C2NCC2CCCCC2)OCCN2CCOCC2 (1-ethyl-6-[2-(4-morpholinyl)ethoxy]-N-(cyclohexylmethyl)-1H-pyrazolo[ 3,4-b]quinolin-4-amine). Yield: 14.7%. As a reaction SMILES: Cl.Cl[CH2:3][CH2:4][N:5]1[CH2:10][CH2:9][O:8][CH2:7][CH2:6]1.[CH2:11]([N:13]1[C:17]2=[N:18][C:19]3[C:24]([C:25]([NH:26][CH2:27][CH:28]4[CH2:33][CH2:32][CH2:31][CH2:30][CH2:29]4)=[C:16]2[CH:15]=[N:14]1)=[CH:23][C:22]([OH:34])=[CH:21][CH:20]=3)[CH3:12].[OH-].[K+]>CS(C)=O>[CH2:11]([N:13]1[C:17]2=[N:18][C:19]3[C:24]([C:25]([NH:26][CH2:27][CH:28]4[CH2:33][CH2:32][CH2:31][CH2:30][CH2:29]4)=[C:16]2[CH:15]=[N:14]1)=[CH:23][C:22]([O:34][CH2:3][CH2:4][N:5]1[CH2:10][CH2:9][O:8][CH2:7][CH2:6]1)=[CH:21][CH:20]=3)[CH3:12] |f:0.1,3.4|. Procedure: A mixture of DMSO (6 mL), chloroethylmorpholine hydrochloride (1.23 g, 6.6 mmol), 1-ethyl-6-hydroxy-N- (cyclohexylmethyl) -1H-pyrazolo[3,4-b]quinolin-4-amine (2 g, 6.6 mmol) and KOH (1 g) was stirred at room temperature overnight. The reaction mixture was partitioned between CH2Cl2 and water and the CH2Cl2 layer was separated and evaporated. The residue was purified by column chromatography on silica gel eluting with 10% ethanol/ethyl acetate to afford the product as the free base. The free base... Starting materials: C(C)(=O)OCC (ethyl acetate), BrC1=C(C=C(C(=O)OCC)C=C1)C (Ethyl 4-bromo-3-methylbenzoate), [H-].[Al+3].[Li+].[H-].[H-].[H-] (lithium aluminium hydride), [H-].[Al+3].[Li+].[H-].[H-].[H-] (lithium aluminium hydride), Cl (hydrochloric acid). The solvent is O (water), CCOCC (ether). Reaction conditions: time 1 hour. Yields the product BrC1=C(C=C(CO)C=C1)C (4-bromo-3-methylbenzyl alcohol). Yield: 91.4%. RXN SMILES: [Br:1][C:2]1[CH:12]=[CH:11][C:5]([C:6](OCC)=[O:7])=[CH:4][C:3]=1[CH3:13].[H-].[Al+3].[Li+].[H-].[H-].[H-].C(OCC)(=O)C.Cl>CCOCC.O>[Br:1][C:2]1[CH:12]=[CH:11][C:5]([CH2:6][OH:7])=[CH:4][C:3]=1[CH3:13] |f:1.2.3.4.5.6|. Procedure: Ethyl 4-bromo-3-methylbenzoate (14 g, 0.058 mol) was dissolved in ether (200 ml). Under ice-cooling, to the obtained solution was added lithium aluminium hydride (1.8 g, 0.046 mol) little by little, and under this state, the mixture was stirred for 1 hour. After decomposing excessive lithium aluminium hydride with ethyl acetate, water and 10% hydrochloric acid were added, and the mixture was extracted with ethyl acetate. After washing with water and saturated aqueous sodium chloride solution, th... Reactants: C(C)OC(C(=NO)C#N)=O (Cyano-hydroxyimino-acetic acid ethyl ester), C([O-])(O)=O.[Na+] (sodium bicarbonate), S(=O)([O-])S(=O)[O-].[Na+].[Na+] (Sodium dithionite). Solvent: O (water). Run at time 2 hour. Product: C(C)OC(C(C#N)N)=O (aminocyanacetic acid ethyl ester). Yield: 43.6%. Reaction SMILES: [CH2:1]([O:3][C:4](=[O:10])[C:5]([C:8]#[N:9])=[N:6]O)[CH3:2].C(=O)(O)[O-].[Na+].S(S([O-])=O)([O-])=O.[Na+].[Na+]>O>[CH2:1]([O:3][C:4](=[O:10])[CH:5]([NH2:6])[C:8]#[N:9])[CH3:2] |f:1.2,3.4.5|. Reported procedure: Cyano-hydroxyimino-acetic acid ethyl ester (30.00 g, 211.10 mmol) was added portionwise to a solution of water (766.00 ml) and saturated sodium bicarbonate (192.00 ml). Sodium dithionite (73.50 g, 422.00 mmol) was then added during 5 min. The mixture was stirred at room temperature for 2 hours, then extracted four times with dichloromethane. The combined organic extracts were dried with Na2SO4 and evaporated to afford aminocyanacetic acid ethyl ester as a light yellow oil (11.80 g, 44%). The reactants are CC=1SC2=C(N1)C=C(C=C2)Cl (2-methyl-5-chloro-benzothiazole), CN(C1=CC=C(C=O)C=C1)C (4-(dimethylamino)benzaldehyde), O (Water). Reagents/catalysts: [Cl-].C(C1=CC=CC=C1)[N+](CC)(CC)CC (benzyltriethylammonium chloride). The solvent is [OH-].[Na+] (sodium hydroxide). Run at time 12 hour. The product is ClC=1C=CC2=C(N=C(S2)/C=C/C2=CC=C(C=C2)N(C)C)C1 ((E)-{4-[2-(5-Chlorobenzothiazol-2-yl)vinyl]phenyl}dimethylamine). Reaction SMILES: [CH3:1][C:2]1[S:3][C:4]2[CH:10]=[CH:9][C:8]([Cl:11])=[CH:7][C:5]=2[N:6]=1.[CH3:12][N:13]([CH3:22])[C:14]1[CH:21]=[CH:20][C:17]([CH:18]=O)=[CH:16][CH:15]=1.O>[Cl-].C([N+](CC)(CC)CC)C1C=CC=CC=1.[OH-].[Na+]>[Cl:11][C:8]1[CH:9]=[CH:10][C:4]2[S:3][C:2](/[CH:1]=[CH:18]/[C:17]3[CH:20]=[CH:21][C:14]([N:13]([CH3:22])[CH3:12])=[CH:15][CH:16]=3)=[N:6][C:5]=2[CH:7]=1 |f:3.4,5.6|. Procedure: The procedure of Cuadro, et al., Il Farmaco., 47:477-488 (1992), was followed. A suspension of 2-methyl-5-chloro-benzothiazole (3.78 g, 20.6 mmol), 4-(dimethylamino)benzaldehyde (3.04 g, 20.4 mmol), and 0.5 g of benzyltriethylammonium chloride in 30 mL of 50% aqueous sodium hydroxide solution was mechanically stirred in an ultrasonic bath at room temperature for 12 hours. Water (20 mL) was added, the mixture was cooled, filtered, and the solid was washed with water to give the title compound as ... Starting materials: CCOC(C)=O, Nc1nnc(C2CCCCC2)s1, O=C(Cl)Cl. Product: O=C=Nc1nnc(C2CCCCC2)s1. RXN SMILES: [CH3:17][CH2:18][O:19][C:20](=[O:21])[CH3:22].[CH:5]1([c:11]2[n:12][n:13][c:14]([NH2:16])[s:15]2)[CH2:6][CH2:7][CH2:8][CH2:9][CH2:10]1.[Cl:1][C:2]([Cl:3])=[O:4]>>[C:2](=[O:4])=[N:16][c:14]1[n:13][n:12][c:11]([CH:5]2[CH2:6][CH2:7][CH2:8][CH2:9][CH2:10]2)[s:15]1.